From a dataset of the Open Reaction Database (ORD), a public repository of structured organic reaction records. describe an organic reaction: reactants, conditions, products, and yield Starting materials: FC(C1=NN=C2N1C=C(C=C2)C2=CC=C(C(=O)OC)C=C2)(F)F (Methyl 4-(3-(trifluoromethyl)-[1,2,4]triazolo[4,3-a]pyridin-6-yl)benzoate), [OH-].[Li+] (Lithium hydroxide). The solvent is O1CCOCC1 (dioxane). Conditions: time 24 hour. Product: FC(C1=NN=C2N1C=C(C=C2)C2=CC=C(C(=O)O)C=C2)(F)F (4-(3-(trifluoromethyl)-[1,2,4]triazolo[4,3-a]pyridin-6-yl)benzoic acid). The yield is 95.9%. As a reaction SMILES: [F:1][C:2]([F:23])([F:22])[C:3]1[N:7]2[CH:8]=[C:9]([C:12]3[CH:21]=[CH:20][C:15]([C:16]([O:18]C)=[O:17])=[CH:14][CH:13]=3)[CH:10]=[CH:11][C:6]2=[N:5][N:4]=1.[OH-].[Li+]>O1CCOCC1>[F:23][C:2]([F:1])([F:22])[C:3]1[N:7]2[CH:8]=[C:9]([C:12]3[CH:21]=[CH:20][C:15]([C:16]([OH:18])=[O:17])=[CH:14][CH:13]=3)[CH:10]=[CH:11][C:6]2=[N:5][N:4]=1 |f:1.2|. Procedure details: Methyl 4-(3-(trifluoromethyl)-[1,2,4]triazolo[4,3-a]pyridin-6-yl)benzoate (12 mg) was dissolved in dioxane (1.5 mL). Lithium hydroxide (1 M in water, 0.5 mL) was added as one portion. After 24 h, quenched with 1N HCl. Extracted with dichloromethane, dried with MgSO4, and concentrated. Isolated 11 mg of 4-(3-(trifluoromethyl)-[1,2,4]triazolo[4,3-a]pyridin-6-yl)benzoic acid (˜100%). Starting materials: C1(CC1)C(CC(=O)OC)=O (methyl 3-cyclopropyl-3-oxopropanoate), C(OCC)(OCC)OCC (triethyl orthoformate), BrC1=CC=C(N)C=C1 (4-bromoaniline). Run in C(Cl)Cl (methylene chloride). Conditions: temperature 130 celsius. The product is BrC1=CC=C(C=C1)NC=C(C(=O)OC)C(=O)C1CC1 (Methyl 3-(4-bromophenylamino)-2-(cyclopropanecarbonyl)acrylate). Isolated yield 58.0%. RXN SMILES: [CH:1]1([C:4](=[O:10])[CH2:5][C:6]([O:8][CH3:9])=[O:7])[CH2:3][CH2:2]1.[CH:11](OCC)(OCC)OCC.[Br:21][C:22]1[CH:28]=[CH:27][C:25]([NH2:26])=[CH:24][CH:23]=1>C(Cl)Cl>[Br:21][C:22]1[CH:28]=[CH:27][C:25]([NH:26][CH:11]=[C:5]([C:4]([CH:1]2[CH2:3][CH2:2]2)=[O:10])[C:6]([O:8][CH3:9])=[O:7])=[CH:24][CH:23]=1. Reported procedure: A stirred mixture of methyl 3-cyclopropyl-3-oxopropanoate (20 g, 0.141 mol), triethyl orthoformate (28 mL, 0.169 mol), and 4-bromoaniline (24.2 g, 0.141 mol) were heated at 130° C. for 5 h with a Dean Stark trap. After this time the reaction was cooled to room temperature, diluted with methylene chloride and filtered through a pad of silica. The filtrate was concentrated to afford the desired product (26.5 g, 55%) as a yellow solid: ESI MS m/z 324 [C14H14BrNO2+H]+. Reactants: crude product, O (water), [Mn](=O)(=O)(=O)[O-].[K+] (potassium permanganate), O.S(=O)(=O)([O-])[O-].[Mg+2] (magnesium sulfate monohydrate), CC1=C(C=C(C=C1)C(F)(F)F)NC(C)=O (N-(2-methyl-5-trifluoromethyl-phenyl)-acetamide), [N+](=O)([O-])[O-].[K+] (potassium nitrate). The solvent is OS(=O)(=O)O (H2SO4), OS(=O)(=O)O (H2SO4). Reaction conditions: time 2 hour. The product is C(C)(=O)NC1=C(C(=O)O)C=C(C(=C1)C(F)(F)F)[N+](=O)[O-] (2-acetylamino-5-nitro-4-trifluoromethyl-benzoic acid). Isolated yield 27.0%. As a reaction SMILES: [CH3:1][C:2]1[CH:7]=[CH:6][C:5]([C:8]([F:11])([F:10])[F:9])=[CH:4][C:3]=1[NH:12][C:13](=[O:15])[CH3:14].[N+:16]([O-:19])([O-])=[O:17].[K+].[Mn]([O-])(=O)(=O)=O.[K+].[OH2:27].S([O-])([O-])(=O)=O.[Mg+2].[OH2:34]>OS(O)(=O)=O>[C:13]([NH:12][C:3]1[CH:4]=[C:5]([C:8]([F:10])([F:11])[F:9])[C:6]([N+:16]([O-:19])=[O:17])=[CH:7][C:2]=1[C:1]([OH:34])=[O:27])(=[O:15])[CH3:14] |f:1.2,3.4,5.6.7|. Procedure: A solution of 65.0 g (300 mmol) of N-(2-methyl-5-trifluoromethyl-phenyl)-acetamide in 520 ml of concentrated H2SO4 is treated dropwise with a solution of 152.5 g (1.5 mol) of potassium nitrate in 520 ml of concentrated H2SO4 under N2 and the mixture is kept at room temperature with an ice-bath. The mixture is then stirred for another 2 hours at room temperature and then poured onto ice. The suspension is filtered and the filter cake is dissolved in ethyl acetate, dried over anhydrous Na2SO4, fil... Reactants: [BH4-], C1CCOC1, CCOC(=O)COc1cc2ncnc(Nc3ccc(Cl)cc3F)c2cc1OC, [Li+]. Yields the product COc1cc2c(Nc3ccc(Cl)cc3F)ncnc2cc1OCCO. Reaction SMILES: [BH4-:1].[CH2:31]1[O:32][CH2:33][CH2:34][CH2:35]1.[Cl:3][c:4]1[cH:5][c:6]([F:30])[c:7]([NH:8][c:9]2[n:10][cH:11][n:12][c:13]3[cH:14][c:15]([O:21][CH2:22][C:23](=[O:24])[O:25][CH2:26][CH3:27])[c:16]([O:19][CH3:20])[cH:17][c:18]23)[cH:28][cH:29]1.[Li+:2]>>[Cl:3][c:4]1[cH:5][c:6]([F:30])[c:7]([NH:8][c:9]2[n:10][cH:11][n:12][c:13]3[cH:14][c:15]([O:21][CH2:22][CH2:23][OH:24])[c:16]([O:19][CH3:20])[cH:17][c:18]23)[cH:28][cH:29]1. Starting materials: BrC=1C=CC2=C(OC3=C2C=CC=C3)C1 (3-bromodibenzofuran), C(CCC)[Li] (n-butyllithium), Cl (hydrochloric acid), B(OC)(OC)OC (trimethyl borate). Run in CCCCCC (hexane), C1CCOC1 (THF). Conditions: temperature -80 celsius, time 2 hour. Yields the product C1=C(C=CC=2OC3=C(C21)C=CC=C3)B(O)O (dibenzofuran-2-boronic acid). Yield: 23.6%. As a reaction SMILES: Br[C:2]1[CH:3]=[CH:4][C:5]2[C:9]3[CH:10]=[CH:11][CH:12]=[CH:13][C:8]=3[O:7][C:6]=2[CH:14]=1.C([Li])CCC.[B:20](OC)([O:23]C)[O:21]C.Cl>CCCCCC.C1COCC1>[CH:4]1[C:5]2[C:9]3[CH:10]=[CH:11][CH:12]=[CH:13][C:8]=3[O:7][C:6]=2[CH:14]=[CH:2][C:3]=1[B:20]([OH:23])[OH:21]. Procedure details: In a 300 mL three-neck flask was put 3.6 g (14 mmol) of 3-bromodibenzofuran. The air in the flask was replaced with nitrogen. To this mixture was added 70 mL of THF, and this solution was cooled to −80° C. Then, 10 mL (16 mmol) of n-butyllithium (a 1.6 mol/L hexane solution) was dripped into this solution with a syringe. After that, this solution was stirred at the same temperature for 2 hours. Then, 3.4 mL (30 mmol) of trimethyl borate was added to this solution, and the mixture was stirred for...